This data is from the Open Reaction Database (ORD), a public repository of structured organic reaction records. The task is: describe an organic reaction: reactants, conditions, products, and yield Starting materials: Cc1ccc2[nH]c(=S)[nH]c2c1, CCO, CC(C)N(CCCl)C(C)C, Cl, [Na+], O=C([O-])O. The product is Cc1ccc2nc(SCCN(C(C)C)C(C)C)[nH]c2c1. Reaction SMILES: [CH3:1][c:2]1[cH:3][c:4]2[c:5]([nH:6][c:7](=[S:9])[nH:8]2)[cH:10][cH:11]1.[CH3:28][CH2:29][OH:30].[CH:13]([CH3:14])([CH3:15])[N:16]([CH2:17][CH2:18][Cl:19])[CH:20]([CH3:21])[CH3:22].[ClH:12].[Na+:23].[OH:24][C:25](=[O:26])[O-:27]>>[CH3:1][c:2]1[cH:3][c:4]2[c:5]([n:6][c:7]([S:9][CH2:18][CH2:17][N:16]([CH:13]([CH3:14])[CH3:15])[CH:20]([CH3:21])[CH3:22])[nH:8]2)[cH:10][cH:11]1. The reactants are ClC=1C=C2C(=NC=NC2=CC1C(=O)N1CCCC1)NC(CCC(=O)O)C1=NC2=C(N1C(=O)OC(C)(C)C)C=CC(=C2)Cl (6-chloro-4-[1-(1-tert.-butyloxycarbonyl-5-chloro-1H-benzimidazol-2-yl)-3-hydroxycarbonyl-propyl-amino]-7-(pyrrolidin-1-yl-carbonyl)-quinazoline), N1C=NC=2CNCCC21 (4,5,6,7-tetrahydro-1H-imidazo[4,5-c]pyridine), CN(C)C(=[N+](C)C)ON1C2=C(C=CC=C2)N=N1.[B-](F)(F)(F)F (TBTU), FC(C(=O)O)(F)F (trifluoroacetic acid). The solvent is C(C)#N.O1CCCC1 (acetonitrile tetrahydrofuran). Yields the product ClC=1C=C2C(=NC=NC2=CC1C(=O)N1CCCC1)NC(CCC(=O)N1CC2=C(CC1)NC=N2)C2=NC1=C(N2)C=CC(=C1)Cl (6-chloro-4-[1-(5-chloro-1H-benzimidazol-2-yl)-3-(4,5,6,7-tetrahydro-1H-imidazo[4,5-c]pyridin-5-yl-carbonyl)-propyl-amino]-7-(pyrrolidin-1-yl-carbonyl)-quinazoline). Reaction SMILES: [Cl:1][C:2]1[CH:3]=[C:4]2[C:9](=[CH:10][C:11]=1[C:12]([N:14]1[CH2:18][CH2:17][CH2:16][CH2:15]1)=[O:13])[N:8]=[CH:7][N:6]=[C:5]2[NH:19][CH:20]([C:26]1[N:30](C(OC(C)(C)C)=O)[C:29]2[CH:38]=[CH:39][C:40]([Cl:42])=[CH:41][C:28]=2[N:27]=1)[CH2:21][CH2:22][C:23](O)=[O:24].[NH:43]1[C:51]2[CH2:50][CH2:49][NH:48][CH2:47][C:46]=2[N:45]=[CH:44]1.CN(C(ON1N=NC2C=CC=CC1=2)=[N+](C)C)C.[B-](F)(F)(F)F.FC(F)(F)C(O)=O>C(#N)C.O1CCCC1>[Cl:1][C:2]1[CH:3]=[C:4]2[C:9](=[CH:10][C:11]=1[C:12]([N:14]1[CH2:15][CH2:16][CH2:17][CH2:18]1)=[O:13])[N:8]=[CH:7][N:6]=[C:5]2[NH:19][CH:20]([C:26]1[NH:30][C:29]2[CH:38]=[CH:39][C:40]([Cl:42])=[CH:41][C:28]=2[N:27]=1)[CH2:21][CH2:22][C:23]([N:48]1[CH2:49][CH2:50][C:51]2[NH:43][CH:44]=[N:45][C:46]=2[CH2:47]1)=[O:24] |f:2.3,5.6|. Procedure: Prepared analogously to Example 61 from 6-chloro-4-[1-(1-tert.-butyloxycarbonyl-5-chloro-1H-benzimidazol-2-yl)-3-hydroxycarbonyl-propyl-amino]-7-(pyrrolidin-1-yl-carbonyl)-quinazoline and 4,5,6,7-tetrahydro-1H-imidazo[4,5-c]pyridine with TBTU in acetonitrile/tetrahydrofuran and subsequent reaction with trifluoroacetic acid. Reaction SMILES: [C:42](=[O:43])([O-:44])[O-:45].[CH3:48][c:49]1[cH:50][cH:51][cH:52][cH:53][cH:54]1.[Cl:1][c:2]1[n:3][c:4]([N:25]2[CH2:26][CH2:27][O:28][CH2:29][CH2:30]2)[n:5][c:6]([N:9]2[CH2:10][CH2:11][N:12]([c:15]3[n:16][cH:17][cH:18][cH:19][c:20]3[C:21]([F:22])([F:23])[F:24])[CH2:13][CH2:14]2)[c:7]1[CH3:8].[Cl:31][c:32]1[cH:33][c:34]([B:39]([OH:40])[OH:41])[cH:35][cH:36][c:37]1[F:38].[K+:46].[K+:47].[cH:55]1[cH:56][cH:57][c:58]([P:59]([Pd:60]([P:61]([c:62]2[cH:63][cH:64][cH:65][cH:66][cH:67]2)([c:68]2[cH:69][cH:70][cH:71][cH:72][cH:73]2)[c:74]2[cH:75][cH:76][cH:77][cH:78][cH:79]2)([P:80]([c:81]2[cH:82][cH:83][cH:84][cH:85][cH:86]2)([c:87]2[cH:88][cH:89][cH:90][cH:91][cH:92]2)[c:93]2[cH:94][cH:95][cH:96][cH:97][cH:98]2)[P:99]([c:100]2[cH:101][cH:102][cH:103][cH:104][cH:105]2)([c:106]2[cH:107][cH:108][cH:109][cH:110][cH:111]2)[c:112]2[cH:113][cH:114][cH:115][cH:116][cH:117]2)([c:118]2[cH:119][cH:120][cH:121][cH:122][cH:123]2)[c:124]2[cH:125][cH:126][cH:127][cH:128][cH:129]2)[cH:130][cH:131]1>>[c:2]1(-[c:34]2[cH:33][c:32]([Cl:31])[c:37]([F:38])[cH:36][cH:35]2)[n:3][c:4]([N:25]2[CH2:26][CH2:27][O:28][CH2:29][CH2:30]2)[n:5][c:6]([N:9]2[CH2:10][CH2:11][N:12]([c:15]3[n:16][cH:17][cH:18][cH:19][c:20]3[C:21]([F:22])([F:23])[F:24])[CH2:13][CH2:14]2)[c:7]1[CH3:8]. Reactants: O=C([O-])[O-], Cc1ccccc1, Cc1c(Cl)nc(N2CCOCC2)nc1N1CCN(c2ncccc2C(F)(F)F)CC1, OB(O)c1ccc(F)c(Cl)c1, [K+], [K+], c1ccc(P(c2ccccc2)(c2ccccc2)[Pd](P(c2ccccc2)(c2ccccc2)c2ccccc2)(P(c2ccccc2)(c2ccccc2)c2ccccc2)P(c2ccccc2)(c2ccccc2)c2ccccc2)cc1. Product: Cc1c(-c2ccc(F)c(Cl)c2)nc(N2CCOCC2)nc1N1CCN(c2ncccc2C(F)(F)F)CC1. Starting materials: CCOC(=O)N=NC(=O)OCC, C1CCOC1, CC(=O)C(=NO)C(=O)OC(C)(C)C, COC(=O)C1CCC(O)CC1, c1ccc(P(c2ccccc2)c2ccccc2)cc1. Product: COC(=O)C1CCC(ON=C(C(C)=O)C(=O)OC(C)(C)C)CC1. RXN SMILES: [O:1]=[C:2]([O:3][CH2:4][CH3:5])[N:6]=[N:7][C:8]([O:9][CH2:10][CH3:11])=[O:12].[O:56]1[CH2:57][CH2:58][CH2:59][CH2:60]1.[OH:13][N:14]=[C:15]([C:16](=[O:17])[O:18][C:19]([CH3:20])([CH3:21])[CH3:22])[C:23]([CH3:24])=[O:25].[OH:26][CH:27]1[CH2:28][CH2:29][CH:30]([C:33](=[O:34])[O:35][CH3:36])[CH2:31][CH2:32]1.[c:37]1([P:38]([c:39]2[cH:40][cH:41][cH:42][cH:43][cH:44]2)[c:45]2[cH:46][cH:47][cH:48][cH:49][cH:50]2)[cH:51][cH:52][cH:53][cH:54][cH:55]1>>[O:13]([N:14]=[C:15]([C:16](=[O:17])[O:18][C:19]([CH3:20])([CH3:21])[CH3:22])[C:23]([CH3:24])=[O:25])[CH:27]1[CH2:28][CH2:29][CH:30]([C:33](=[O:34])[O:35][CH3:36])[CH2:31][CH2:32]1.